Dataset: the Open Reaction Database (ORD), a public repository of structured organic reaction records. Task: describe an organic reaction: reactants, conditions, products, and yield The reactants are O=C([O-])[O-], CCO, Cc1ccccc1, Cc1nc(Cl)c2nc(-c3ccccc3)cc-2[nH]1, [Na+], [Na+], O, c1ccc(P(c2ccccc2)c2ccccc2)cc1, OB(O)c1ccsc1. The product is Cc1nc(-c2ccsc2)c2nc(-c3ccccc3)cc-2[nH]1. As a reaction SMILES: [C:45](=[O:46])([O-:47])[O-:48].[CH3:52][CH2:53][OH:54].[CH3:55][c:56]1[cH:57][cH:58][cH:59][cH:60][cH:61]1.[Cl:1][c:2]1[c:3]2[n:11][c:10](-[c:12]3[cH:13][cH:14][cH:15][cH:16][cH:17]3)[cH:9][c:4]-2[nH:5][c:6]([CH3:8])[n:7]1.[Na+:49].[Na+:50].[OH2:51].[c:26]1([P:27]([c:28]2[cH:29][cH:30][cH:31][cH:32][cH:33]2)[c:34]2[cH:35][cH:36][cH:37][cH:38][cH:39]2)[cH:40][cH:41][cH:42][cH:43][cH:44]1.[s:18]1[cH:19][c:20]([B:23]([OH:24])[OH:25])[cH:21][cH:22]1>>[c:2]1(-[c:20]2[cH:19][s:18][cH:22][cH:21]2)[c:3]2[n:11][c:10](-[c:12]3[cH:13][cH:14][cH:15][cH:16][cH:17]3)[cH:9][c:4]-2[nH:5][c:6]([CH3:8])[n:7]1. Starting materials: CC=1C=C(C=C(C1)NC1=NC=CC(=N1)C(F)(F)F)C=1C=CC(=NC1)CC(=O)OC(C)(C)C (tert-Butyl 2-(5-(3-methyl-5-((4-(trifluoromethyl)pyrimidin-2-yl)amino)phenyl)pyridin-2-yl)acetate), Cl (HCl), O1CCOCC1 (dioxane). Product: CC=1C=C(C=C(C1)NC1=NC=CC(=N1)C(F)(F)F)C=1C=CC(=NC1)CC(=O)O (2-(5-(3-methyl-5-((4-(trifluoromethyl)pyrimidin-2-yl)amino)phenyl)pyridin-2-yl)acetic acid). Reported procedure: tert-Butyl 2-(5-(3-methyl-5-((4-(trifluoromethyl)pyrimidin-2-yl)amino)phenyl)pyridin-2-yl)acetate (25 mg, 0.056 mmol) was added to HCl in dioxane (0.5 ml, 2.000 mmol, 4M). The mixture was stirred at room temperature for 1 hour. The solid was collected by the filtration and afforded 2-(5-(3-methyl-5-((4-(trifluoromethyl)pyrimidin-2-yl)amino)phenyl)pyridin-2-yl)acetic acid (14.1 mg, 0.033 mmol). MS ESI calc'd. for C19H16F3N4O2 [M+H]+ 389. found 389. 1H NMR (500 MHz, CD3OD): δ 9.07 (d, J=1.5 Hz, 1H... The yield is 58.9%. Conditions: time 1 hour. As a reaction SMILES: [CH3:1][C:2]1[CH:3]=[C:4]([C:19]2[CH:20]=[CH:21][C:22]([CH2:25][C:26]([O:28]C(C)(C)C)=[O:27])=[N:23][CH:24]=2)[CH:5]=[C:6]([NH:8][C:9]2[N:14]=[C:13]([C:15]([F:18])([F:17])[F:16])[CH:12]=[CH:11][N:10]=2)[CH:7]=1.Cl.O1CCOCC1>>[CH3:1][C:2]1[CH:3]=[C:4]([C:19]2[CH:20]=[CH:21][C:22]([CH2:25][C:26]([OH:28])=[O:27])=[N:23][CH:24]=2)[CH:5]=[C:6]([NH:8][C:9]2[N:14]=[C:13]([C:15]([F:18])([F:16])[F:17])[CH:12]=[CH:11][N:10]=2)[CH:7]=1. The reactants are CN=C(NC#N)SC, CC(C)=O, O=C(OO)c1cccc(Cl)c1. Product: CN=C(NC#N)S(C)=O. Reaction SMILES: [C:1](#[N:2])[NH:3][C:4]([S:5][CH3:6])=[N:7][CH3:8].[CH3:20][C:21](=[O:22])[CH3:23].[Cl:9][c:10]1[cH:11][cH:12][cH:13][c:14]([C:15]([O:16][OH:18])=[O:17])[cH:19]1>>[C:1](#[N:2])[NH:3][C:4]([S:5]([CH3:6])=[O:17])=[N:7][CH3:8]. The reactants are C(C)OC(=O)C1(CCN(CC1)CC)S(=O)(=O)C1=CC=C(C=C1)OC1=CC=C(C=C1)Cl (4-[4-(4-chloro-phenoxy)-benzenesulfonyl]-1-ethyl-piperidine-4-carboxylic acid ethyl ester). Solvent: C1CCOC1.CO (THF methanol), [OH-].[Na+] (NaOH). Yields the product ClC1=CC=C(OC2=CC=C(C=C2)S(=O)(=O)C2(CCN(CC2)CC)C(=O)O)C=C1 (4-[4-(4-Chloro-phenoxy)-benzenesulfonyl]-1-ethyl-piperidine-4-carboxylic acid). As a reaction SMILES: C([O:3][C:4]([C:6]1([S:14]([C:17]2[CH:22]=[CH:21][C:20]([O:23][C:24]3[CH:29]=[CH:28][C:27]([Cl:30])=[CH:26][CH:25]=3)=[CH:19][CH:18]=2)(=[O:16])=[O:15])[CH2:11][CH2:10][N:9]([CH2:12][CH3:13])[CH2:8][CH2:7]1)=[O:5])C>C1COCC1.CO.[OH-].[Na+]>[Cl:30][C:27]1[CH:26]=[CH:25][C:24]([O:23][C:20]2[CH:19]=[CH:18][C:17]([S:14]([C:6]3([C:4]([OH:5])=[O:3])[CH2:11][CH2:10][N:9]([CH2:12][CH3:13])[CH2:8][CH2:7]3)(=[O:15])=[O:16])=[CH:22][CH:21]=2)=[CH:29][CH:28]=1 |f:1.2,3.4|. Procedure details: 4-[4-(4-Chloro-phenoxy)-benzenesulfonyl]-1-ethyl-piperidine-4-carboxylic acid was prepared starting from 4-[4-(4-chloro-phenoxy)-benzenesulfonyl]-1-ethyl-piperidine-4-carboxylic acid ethyl ester (3.02 g, 6.7 mmol) dissolved in THF:methanol (3:1 150 ml) and 10N NaOH (20 ml). The resulting reaction mixture was worked up as outlined in example 83. Yield 1.8 g (65%); white solid; mp 184° C.; MS: 423.9 (M+H)+ The reactants are COC(=O)C(O)C(O)C(=O)OC, Cc1ccccc1, COC(OC)c1cc(-c2ncc(C(F)(F)F)cc2Cl)ccc1Cl, Cc1ccc(S(=O)(=O)O)cc1. Yields the product COC(=O)C1OC(c2cc(-c3ncc(C(F)(F)F)cc3Cl)ccc2Cl)OC1C(=O)OC. As a reaction SMILES: [C:24](=[O:25])([O:26][CH3:27])[CH:28]([OH:29])[CH:30]([OH:31])[C:32](=[O:33])[O:34][CH3:35].[CH3:47][c:48]1[cH:49][cH:50][cH:51][cH:52][cH:53]1.[Cl:1][c:2]1[c:3](-[c:12]2[cH:13][c:14]([CH:19]([O:20][CH3:21])[O:22][CH3:23])[c:15]([Cl:18])[cH:16][cH:17]2)[n:4][cH:5][c:6]([C:8]([F:9])([F:10])[F:11])[cH:7]1.[c:36]1([CH3:37])[cH:38][cH:39][c:40]([S:41]([OH:42])(=[O:43])=[O:44])[cH:45][cH:46]1>>[Cl:1][c:2]1[c:3](-[c:12]2[cH:13][c:14]([CH:19]3[O:29][CH:28]([C:24](=[O:25])[O:26][CH3:27])[CH:30]([C:32](=[O:33])[O:34][CH3:35])[O:31]3)[c:15]([Cl:18])[cH:16][cH:17]2)[n:4][cH:5][c:6]([C:8]([F:9])([F:10])[F:11])[cH:7]1. Starting materials: C(P(OCCC)(OCCC)=O)P(OCCC)(OCCC)=O (tetra-n-propyl methylenebisphosphonate), C=O (paraformaldehyde), C(C)NCC (diethylamine). The solvent is CO (methanol). Yields the product C(=C)(P(OCCC)(OCCC)=O)P(OCCC)(OCCC)=O (tetra-n-propyl ethenylidenebisphosphonate). Yield: 71.9%. As a reaction SMILES: [CH2:1]([P:12](=[O:21])([O:17][CH2:18][CH2:19][CH3:20])[O:13][CH2:14][CH2:15][CH3:16])[P:2](=[O:11])([O:7][CH2:8][CH2:9][CH3:10])[O:3][CH2:4][CH2:5][CH3:6].C=O.[CH2:24](NCC)C>CO>[C:1]([P:2](=[O:11])([O:7][CH2:8][CH2:9][CH3:10])[O:3][CH2:4][CH2:5][CH3:6])([P:12](=[O:21])([O:13][CH2:14][CH2:15][CH3:16])[O:17][CH2:18][CH2:19][CH3:20])=[CH2:24]. Procedure: 5.97 g (17.4 mmol) of tetra-n-propyl methylenebisphosphonate, 2.61 g (86.8 mmol) of paraformaldehyde and 1.27 g (17.4 mmol) of diethylamine are combined with the same reactants and the same conditions as described above in Example I. This mixture is then refluxed for 46 hours. After the methanol is eliminated as described above in Example I, 4.46 g of tetra-n-propyl ethenylidenebisphosphonate is produced as a clear oil. The reactants are NC1=NC(=C2NC=NC2=N1)Cl (2-amino-6-chloropurine), C([O-])([O-])=O.[K+].[K+] (potassium carbonate), NC1=NC(=C2N=CN(C2=N1)C1C(C1(C(=O)OC)C(=O)OC)(Cl)Cl)Cl (2-amino-6-chloro-9-(3,3-dicarbomethoxy-2,2-dichlorocyclopropyl)purine). The solvent is CN(C=O)C (N,N-dimethylformamide). Conditions: time 30 minute. Yields the product ClC(C=C(C(=O)OC)C(=O)OC)(Cl)Cl (dimethyl 2,2,2-trichloroethylidenemalonate), white crystals. Yield: 83.4%. RXN SMILES: NC1N=C2C(NC=N2)=C([Cl:11])N=1.C(=O)([O-])[O-].[K+].[K+].NC1N=C2C(N=CN2[CH:28]2[C:30]([C:35]([O:37][CH3:38])=[O:36])([C:31]([O:33][CH3:34])=[O:32])[C:29]2([Cl:40])[Cl:39])=C(Cl)N=1>CN(C)C=O>[Cl:11][C:29]([Cl:39])([Cl:40])[CH:28]=[C:30]([C:31]([O:33][CH3:34])=[O:32])[C:35]([O:37][CH3:38])=[O:36] |f:1.2.3|. Procedure details: In a 0.3-liter four-necked flask, 7.06 g (41.6 mmol) of 2-amino-6-chloropurine (manufactured by Sumika Fine Chemicals Co., Ltd.) and 12.4 g (89.7 mmol) of potassium carbonate were added to 188 ml of N,N-dimethylformamide, and the resulting mixture was stirred at room temperature for 30 minutes. Next, 16.0 g (61.2 mmol) of dimethyl 2,2,2-trichloroethylidenemalonate, which was prepared by the process described in U.S. Pat. No. 3,495,012, was added to the resulting mixture, and the mixture was stir...